This data is from the Open Reaction Database (ORD), a public repository of structured organic reaction records. The task is: describe an organic reaction: reactants, conditions, products, and yield Reactants: C(C)(=O)OCC1=C2N3C(=C4C(=C3C=C1)C(=O)OC4=O)C(=C2)C2=CC=C(C=C2)OCC2=CC=CC=C2 (5-Acetoxymethyl-3-(4-benzyloxyphenyl)pyrrolo[2,1,5-cd]indolizine-1,2-dicarboxylic acid anhydride), CNC (dimethylamine). Product: C(C)(=O)OCC=1C=2N3C(C(=C(C3=CC1)C(=O)O)C(N(C)C)=O)=C(C2)C2=CC=C(C=C2)OCC2=CC=CC=C2 (5-acetoxymethyl-3-(4-benzyloxyphenyl)-2-dimethylcarbamoylpyrrolo[2,1,5-cd]indolizine-1-carboxylic acid). The yield is 68.0%. RXN SMILES: [C:1]([O:4][CH2:5][C:6]1[CH:14]=[CH:13][C:12]2[N:8]3[C:9]([C:20]([C:22]4[CH:27]=[CH:26][C:25]([O:28][CH2:29][C:30]5[CH:35]=[CH:34][CH:33]=[CH:32][CH:31]=5)=[CH:24][CH:23]=4)=[CH:21][C:7]=13)=[C:10]1[C:18](=[O:19])[O:17][C:15](=[O:16])[C:11]1=2)(=[O:3])[CH3:2].[CH3:36][NH:37][CH3:38]>>[C:1]([O:4][CH2:5][C:6]1[C:7]2[N:8]3[C:12](=[CH:13][CH:14]=1)[C:11]([C:15]([OH:17])=[O:16])=[C:10]([C:18](=[O:19])[N:37]([CH3:38])[CH3:36])[C:9]3=[C:20]([C:22]1[CH:27]=[CH:26][C:25]([O:28][CH2:29][C:30]3[CH:35]=[CH:34][CH:33]=[CH:32][CH:31]=3)=[CH:24][CH:23]=1)[CH:21]=2)(=[O:3])[CH3:2]. Reported procedure: 5-Acetoxymethyl-3-(4-benzyloxyphenyl)pyrrolo[2,1,5-cd]indolizine-1,2-dicarboxylic acid anhydride was reacted with dimethylamine by the general synthetic principles outlined in example 62, step 9, to afford 5-acetoxymethyl-3-(4-benzyloxyphenyl)-2-dimethylcarbamoylpyrrolo[2,1,5-cd]indolizine-1-carboxylic acid as crystals in 68% yield. 1H-NMR (DMSO-d6, 300 MHz) δ: 2.22 (s, 3H); 2.72 (s, 3H); 3.08 (s, 3H); 5.20 (s, 2H); 5.70 (s, 2H); 7.19 (d, 2H); 7.32-7.53 (m, 5H); 7.82 (d, 2H); 7.89 (s, 1H); 8.02 ... Starting materials: NC1=NC=C(C=C1)Br (2-amino-5-bromopyridine), C([O-])([O-])=O.[Cs+].[Cs+] (cesium carbonate), ClC1=CC=C(C=C1)N1C(=NC=2N(C=NC2C1=O)C=1C=C(C=CC1)NS(=O)(=O)C)C1=CC=C(C=C1)B1OC(C(O1)(C)C)(C)C (N-(3-{1-(4-chloro-phenyl)-6-oxo-2-[4-(4,4,5,5-tetramethyl-[1,3,2]dioxaborolan-2-yl)-phenyl]-1,6-dihydro-purin-9-yl}-phenyl)-methane sulfonamide). Reagents/catalysts: C1=CC=C(C=C1)P([C-]2C=CC=C2)C3=CC=CC=C3.C1=CC=C(C=C1)P([C-]2C=CC=C2)C3=CC=CC=C3.Cl[Pd]Cl.[Fe+2] (Pd(dppf)2Cl2). Solvent: CN(C=O)C (N,N-dimethylformamide). Reaction conditions: temperature 100 celsius. The product is NC1=CC=C(C=N1)C1=CC=C(C=C1)C=1N(C(C=2N=CN(C2N1)C=1C=C(C=CC1)NS(=O)(=O)C)=O)C1=CC=C(C=C1)Cl (N-{3-[2-[4-(6-amino-pyridin-3-yl)-phenyl]-1-(4-chloro-phenyl)-6-oxo-1,6-dihydro-purin-9-yl]-phenyl}-methane sulfonamide). Reaction SMILES: [Cl:1][C:2]1[CH:7]=[CH:6][C:5]([N:8]2[C:16](=[O:17])[C:15]3[N:14]=[CH:13][N:12]([C:18]4[CH:19]=[C:20]([NH:24][S:25]([CH3:28])(=[O:27])=[O:26])[CH:21]=[CH:22][CH:23]=4)[C:11]=3[N:10]=[C:9]2[C:29]2[CH:34]=[CH:33][C:32](B3OC(C)(C)C(C)(C)O3)=[CH:31][CH:30]=2)=[CH:4][CH:3]=1.[NH2:44][C:45]1[CH:50]=[CH:49][C:48](Br)=[CH:47][N:46]=1.C(=O)([O-])[O-].[Cs+].[Cs+]>CN(C)C=O.C1C=CC(P(C2C=CC=CC=2)[C-]2C=CC=C2)=CC=1.C1C=CC(P(C2C=CC=CC=2)[C-]2C=CC=C2)=CC=1.Cl[Pd]Cl.[Fe+2]>[NH2:44][C:45]1[N:46]=[CH:47][C:48]([C:32]2[CH:33]=[CH:34][C:29]([C:9]3[N:8]([C:5]4[CH:4]=[CH:3][C:2]([Cl:1])=[CH:7][CH:6]=4)[C:16](=[O:17])[C:15]4[N:14]=[CH:13][N:12]([C:18]5[CH:19]=[C:20]([NH:24][S:25]([CH3:28])(=[O:27])=[O:26])[CH:21]=[CH:22][CH:23]=5)[C:11]=4[N:10]=3)=[CH:30][CH:31]=2)=[CH:49][CH:50]=1 |f:2.3.4,6.7.8.9|. Procedure details: A solution of N-(3-{1-(4-chloro-phenyl)-6-oxo-2-[4-(4,4,5,5-tetramethyl-[1,3,2]dioxaborolan-2-yl)-phenyl]-1,6-dihydro-purin-9-yl}-phenyl)-methane sulfonamide (prepared as described in example 26, 0.700 g, 1.13 mmol) in N,N-dimethylformamide (15 mL) is degassed with argon for 0.5 h. Then 2-amino-5-bromopyridine (0.290 g, 1.69 mmol), cesium carbonate (0.740 g, 2.26 mmol), Pd(dppf)2Cl2 (0.040 g, 0.056 mmol) is added and the resulted mixture is degassed with argon for 0.5 h. The reaction mixture is ... The reactants are C(C1=CC=CC=C1)N1N=C(C=2C(=C(C=CC12)Cl)N)CC (1-benzyl-5-chloro-3-ethyl-1H-indazol-4-amine), COCCOC1=CC=2N(C=C1)C(=CN2)C(=O)O (7-(2-methoxyethoxy)imidazo[1,2-a]pyridine-3-carboxylic acid), C(C(=O)Cl)(=O)Cl (oxalyl chloride), CN(C=O)C (N,N-dimethylformamide). Run in ClCCl (dichloromethane), ClCCl (dichloromethane). The product is C(C1=CC=CC=C1)N1N=C(C2=C(C(=CC=C12)Cl)NC(=O)C1=CN=C2N1C=CC(=C2)OCCOC)CC (N-(1-benzyl-5-chloro-3-ethyl-1H-indazol-4-yl)-7-(2-methoxyethoxy)imidazo[1,2-a]pyridine-3-carboxamide). Yield: 37.5%. As a reaction SMILES: [CH3:1][O:2][CH2:3][CH2:4][O:5][C:6]1[CH:11]=[CH:10][N:9]2[C:12]([C:15]([OH:17])=O)=[CH:13][N:14]=[C:8]2[CH:7]=1.CN(C)C=O.C(Cl)(=O)C(Cl)=O.[CH2:29]([N:36]1[C:44]2[CH:43]=[CH:42][C:41]([Cl:45])=[C:40]([NH2:46])[C:39]=2[C:38]([CH2:47][CH3:48])=[N:37]1)[C:30]1[CH:35]=[CH:34][CH:33]=[CH:32][CH:31]=1>ClCCl>[CH2:29]([N:36]1[C:44]2[C:39](=[C:40]([NH:46][C:15]([C:12]3[N:9]4[CH:10]=[CH:11][C:6]([O:5][CH2:4][CH2:3][O:2][CH3:1])=[CH:7][C:8]4=[N:14][CH:13]=3)=[O:17])[C:41]([Cl:45])=[CH:42][CH:43]=2)[C:38]([CH2:47][CH3:48])=[N:37]1)[C:30]1[CH:31]=[CH:32][CH:33]=[CH:34][CH:35]=1. Procedure details: To a magnetically stirred, ice cooled, suspension of 7-(2-methoxyethoxy)imidazo[1,2-a]pyridine-3-carboxylic acid (6.76 mg, 0.0286 mmol) (prepared as in Example 1, steps A-D) in dichloromethane (1 mL) was added N,N-dimethylformamide (1 μL) followed by oxalyl chloride (18.3 μL, 0.0365 mmol; 2M solution in dichloromethane). The mixture was allowed to warm to ambient temperature with occasional venting to allow gases to evolve. After stirring for 30 minutes, 1-benzyl-5-chloro-3-ethyl-1H-indazol-4-am... Starting materials: FC1=C(C=CC=C1)N1NN=NC1=O (1,2-dihydro-1-(2-fluorophenyl)-5H-tetrazol-5-one), C(CC)N(C(=O)Cl)C1COCC1 (N-propyl-N-(tetrahydro-furan-3-yl)carbamoyl chloride). Reagents/catalysts: CN(C1=CC=NC=C1)C (4-dimethylaminopyridine). The product is C(CC)N(C(=O)N1N=NN(C1=O)C1=C(C=CC=C1)F)C1COCC1 (N-Propyl-N-(tetrahydrofuran-3-yl)-4,5-dihydro-4-(2-fluorophenyl)-1H-tetrazol-5-one-1-carboxamide). Reaction SMILES: [F:1][C:2]1[CH:7]=[CH:6][CH:5]=[CH:4][C:3]=1[N:8]1[C:12](=[O:13])[N:11]=[N:10][NH:9]1.[CH2:14]([N:17]([CH:21]1[CH2:25][CH2:24][O:23][CH2:22]1)[C:18](Cl)=[O:19])[CH2:15][CH3:16]>CN(C)C1C=CN=CC=1>[CH2:14]([N:17]([CH:21]1[CH2:25][CH2:24][O:23][CH2:22]1)[C:18]([N:11]1[C:12](=[O:13])[N:8]([C:3]2[CH:4]=[CH:5][CH:6]=[CH:7][C:2]=2[F:1])[N:9]=[N:10]1)=[O:19])[CH2:15][CH3:16]. Reported procedure: 1.4 g (7.8 mmol) of 1,2-dihydro-1-(2-fluorophenyl)-5H-tetrazol-5-one, 1.5 g (7.8 mmol) of N-propyl-N-(tetrahydro-furan-3-yl)carbamoyl chloride and 1.29 g (10 mmol) of 4-dimethylaminopyridine were reacted by the method of the process described in Example 1. Yield 2.1 g. The reactants are c1ccc(CC2CCNCC2)cc1, CC(C)CCO, CCOCC, COc1ccc2c(N)nc(Cl)nc2c1OC. Product: Cl, COc1ccc2c(N)nc(N3CCC(Cc4ccccc4)CC3)nc2c1OC. Reaction SMILES: [CH2:17]([c:18]1[cH:19][cH:20][cH:21][cH:22][cH:23]1)[CH:24]1[CH2:25][CH2:26][NH:27][CH2:28][CH2:29]1.[CH2:30]([OH:31])[CH2:32][CH:33]([CH3:34])[CH3:35].[CH3:36][CH2:37][O:38][CH2:39][CH3:40].[NH2:1][c:2]1[n:3][c:4]([Cl:16])[n:5][c:6]2[c:7]([O:14][CH3:15])[c:8]([O:12][CH3:13])[cH:9][cH:10][c:11]12>>[ClH:16].[NH2:1][c:2]1[n:3][c:4]([N:27]2[CH2:26][CH2:25][CH:24]([CH2:17][c:18]3[cH:19][cH:20][cH:21][cH:22][cH:23]3)[CH2:29][CH2:28]2)[n:5][c:6]2[c:7]([O:14][CH3:15])[c:8]([O:12][CH3:13])[cH:9][cH:10][c:11]12. The reactants are ClCCl, CC(C)(C)OC(=O)NC1(C(=O)NC(Cc2ccc(-c3ccc(S(=O)(=O)N4CCOCC4)cc3)cc2)C(N)=O)CCOCC1. Product: CC(C)(C)OC(=O)NC1(C(=O)NC(C#N)Cc2ccc(-c3ccc(S(=O)(=O)N4CCOCC4)cc3)cc2)CCOCC1. RXN SMILES: [Cl:44][CH2:45][Cl:46].[NH2:1][C:2]([CH:3]([CH2:4][c:5]1[cH:6][cH:7][c:8](-[c:11]2[cH:12][cH:13][c:14]([S:17](=[O:18])(=[O:19])[N:20]3[CH2:21][CH2:22][O:23][CH2:24][CH2:25]3)[cH:15][cH:16]2)[cH:9][cH:10]1)[NH:26][C:27](=[O:28])[C:29]1([NH:35][C:36]([O:37][C:38]([CH3:39])([CH3:40])[CH3:41])=[O:42])[CH2:30][CH2:31][O:32][CH2:33][CH2:34]1)=[O:43]>>[N:1]#[C:2][CH:3]([CH2:4][c:5]1[cH:6][cH:7][c:8](-[c:11]2[cH:12][cH:13][c:14]([S:17](=[O:18])(=[O:19])[N:20]3[CH2:21][CH2:22][O:23][CH2:24][CH2:25]3)[cH:15][cH:16]2)[cH:9][cH:10]1)[NH:26][C:27](=[O:28])[C:29]1([NH:35][C:36]([O:37][C:38]([CH3:39])([CH3:40])[CH3:41])=[O:42])[CH2:30][CH2:31][O:32][CH2:33][CH2:34]1. Starting materials: NC1=NC(=C2N=CNC2=N1)Cl (2-amino-6-chloro-9H-purine), C12C=CCC2O1 (6-oxa-bicyclo[3.1.0]hex-2-ene). Reagents/catalysts: C1=CC=C(C=C1)P(C2=CC=CC=C2)C3=CC=CC=C3.C1=CC=C(C=C1)P(C2=CC=CC=C2)C3=CC=CC=C3.C1=CC=C(C=C1)P(C2=CC=CC=C2)C3=CC=CC=C3.C1=CC=C(C=C1)P(C2=CC=CC=C2)C3=CC=CC=C3.[Pd] (tetrakis(triphenylphosphine)palladium(O)). Solvent: CS(=O)C (dimethylsulfoxide), O1CCCC1 (tetrahydrofuran). Reaction conditions: temperature 0 celsius, time 2 minute. Product: NC1=NC(=C2N=CN(C2=N1)[C@H]1C=C[C@H](C1)O)Cl (cis-(±)-4-(2-amino-6-chloro-9H-purin-9-yl)-2-cyclo-penten-1-ol). RXN SMILES: [NH2:1][C:2]1[N:10]=[C:9]2[C:5]([N:6]=[CH:7][NH:8]2)=[C:4]([Cl:11])[N:3]=1.[CH:12]12[O:17][CH:16]1[CH2:15][CH:14]=[CH:13]2>CS(C)=O.O1CCCC1.C1C=CC(P(C2C=CC=CC=2)C2C=CC=CC=2)=CC=1.C1C=CC(P(C2C=CC=CC=2)C2C=CC=CC=2)=CC=1.C1C=CC(P(C2C=CC=CC=2)C2C=CC=CC=2)=CC=1.C1C=CC(P(C2C=CC=CC=2)C2C=CC=CC=2)=CC=1.[Pd]>[NH2:1][C:2]1[N:10]=[C:9]2[C:5]([N:6]=[CH:7][N:8]2[C@@H:13]2[CH2:12][C@H:16]([OH:17])[CH:15]=[CH:14]2)=[C:4]([Cl:11])[N:3]=1 |f:4.5.6.7.8|. Procedure: To a stirred solution of 2-amino-6-chloro-9H-purine (4.0 g, 23.7 mmol) in dry dimethylsulfoxide (40 mL) at room temperature under N2 is added tetrakis(triphenylphosphine)palladium(O) (0.27 g, 0.23 mmol) and the mixture is stirred for 2 minutes. The solution is cooled to 0° C. and a solution of 6-oxa-bicyclo[3.1.0]hex-2-ene (2.1 g, 25.6 mmol) in dry tetrahydrofuran (20 mL) is added over 15 minutes. The resulting yellow solution is allowed to warm to ambient temperature (about 15°-30° C.) over 3 h... The reactants are C1(=CC=CC=C1)C(C=1C=CC(N(C1)CCNCC=1C=C(OCC(=O)OCC)C=CC1)=O)C1=CC=CC=C1 (ethyl {3-[({2-[5-(diphenylmethyl)-2-oxopyridin-1(2H)-yl]ethyl}amino)methyl]phenoxy}acetate), C(C)(=O)O[BH-](OC(C)=O)OC(C)=O.[Na+] (sodium triacetoxyborohydride). Run in CCO (EtOH). Conditions: time 18 hour. Yields the product C1(=CC=CC=C1)C(C=1C=CC(N(C1)CCN(C)CC=1C=C(OCC(=O)OCC)C=CC1)=O)C1=CC=CC=C1 (ethyl (3-{[{2-[5-(diphenylmethyl)-2-oxopyridin-1(2H)-yl]ethyl}(methyl)amino]methyl}phenoxy)acetate). The yield is 66.9%. RXN SMILES: [C:1]1([CH:7]([C:32]2[CH:37]=[CH:36][CH:35]=[CH:34][CH:33]=2)[C:8]2[CH:9]=[CH:10][C:11](=[O:31])[N:12]([CH2:14][CH2:15][NH:16][CH2:17][C:18]3[CH:19]=[C:20]([CH:28]=[CH:29][CH:30]=3)[O:21][CH2:22][C:23]([O:25][CH2:26][CH3:27])=[O:24])[CH:13]=2)[CH:6]=[CH:5][CH:4]=[CH:3][CH:2]=1.[C:38](O[BH-](OC(=O)C)OC(=O)C)(=O)C.[Na+]>CCO>[C:1]1([CH:7]([C:32]2[CH:37]=[CH:36][CH:35]=[CH:34][CH:33]=2)[C:8]2[CH:9]=[CH:10][C:11](=[O:31])[N:12]([CH2:14][CH2:15][N:16]([CH2:17][C:18]3[CH:19]=[C:20]([CH:28]=[CH:29][CH:30]=3)[O:21][CH2:22][C:23]([O:25][CH2:26][CH3:27])=[O:24])[CH3:38])[CH:13]=2)[CH:2]=[CH:3][CH:4]=[CH:5][CH:6]=1 |f:1.2|. Procedure: To a solution of ethyl {3-[({2-[5-(diphenylmethyl)-2-oxopyridin-1(2H)-yl]ethyl}amino)methyl]phenoxy}acetate (90 mg) in EtOH (3 mL) was added sodium triacetoxyborohydride (326 mg) at ambient temperature and the resulting mixture was stirred at ambient temperature for 18 hours. And then the reaction mixture was evaporated in vacuo and partitioned between EtOAc and water. The organic layer was washed with brine, dried over anhydrous MgSO4, filtered and evaporated in vacuo. The residue was purified ...